Dataset: the Open Reaction Database (ORD), a public repository of structured organic reaction records. Task: describe an organic reaction: reactants, conditions, products, and yield Reactants: CS(=O)(=O)C=1C=CC(=NC1)OCC[C@H]1[C@H](C1)C1CCN(CC1)C#N (4-((1R,2S)-2-(2-(5-(methylsulfonyl)pyridin-2-yloxy)ethyl)cyclopropyl)piperidine-1-carbonitrile), ONC(COC)=N (N-hydroxy-2-methoxyacetimidamide). The reagents and catalysts are [Cl-].[Zn+2].[Cl-] (zinc chloride). The solvent is O1CCCC1 (tetrahydrofuran). The product is COCC1=NOC(=N1)N1CCC(CC1)[C@@H]1[C@@H](C1)CCOC1=NC=C(C=C1)S(=O)(=O)C (3-(methoxymethyl)-5-(4-((1R,2S)-2-(2-(5-(methylsulfonyl)pyridin-2-yloxy)ethyl)cyclopropyl)piperidin-1-yl)-1,2,4-oxadiazole). RXN SMILES: [CH3:1][S:2]([C:5]1[CH:6]=[CH:7][C:8]([O:11][CH2:12][CH2:13][C@@H:14]2[CH2:16][C@@H:15]2[CH:17]2[CH2:22][CH2:21][N:20]([C:23]#[N:24])[CH2:19][CH2:18]2)=[N:9][CH:10]=1)(=[O:4])=[O:3].[OH:25][NH:26][C:27](=N)[CH2:28][O:29][CH3:30]>O1CCCC1.[Cl-].[Zn+2].[Cl-]>[CH3:30][O:29][CH2:28][C:27]1[N:24]=[C:23]([N:20]2[CH2:19][CH2:18][CH:17]([C@H:15]3[CH2:16][C@H:14]3[CH2:13][CH2:12][O:11][C:8]3[CH:7]=[CH:6][C:5]([S:2]([CH3:1])(=[O:3])=[O:4])=[CH:10][N:9]=3)[CH2:22][CH2:21]2)[O:25][N:26]=1 |f:3.4.5|. Procedure: To a solution of 4-((1R,2S)-2-(2-(5-(methylsulfonyl)pyridin-2-yloxy)ethyl)cyclopropyl)piperidine-1-carbonitrile (Step A, Example 98; 80 mg, 0.23 mmol) and N-hydroxy-2-methoxyacetimidamide (38 mg, 0.37 mmol) in tetrahydrofuran (5 mL) was added zinc chloride (0.6 mL, 0.5 M in tetrahydrofuran, 0.3 mmol). The mixture was refluxed for 2 h, cooled to RT, and concentrated to dryness under reduced pressure. The residue was dissolved in 2 mL of 4N HCl ethanol and water (1:1). The solution was refluxed fo... Reactants: CCN1CCC(O)C1, [H-], O=C(c1ccc(F)cc1)c1c(-c2ccc(OCCN3CCCC3)cc2)sc2ccccc12, [Na+], CN(C)C=O. The product is CCN1CCC(Oc2ccc(C(=O)c3c(-c4ccc(OCCN5CCCC5)cc4)sc4ccccc34)cc2)C1. Reaction SMILES: [CH2:3]([CH3:4])[N:5]1[CH2:6][CH:7]([OH:10])[CH2:8][CH2:9]1.[H-:1].[N:11]1([CH2:16][CH2:17][O:18][c:19]2[cH:20][cH:21][c:22](-[c:25]3[c:26]([C:34](=[O:35])[c:36]4[cH:37][cH:38][c:39]([F:42])[cH:40][cH:41]4)[c:27]4[c:28]([s:29]3)[cH:30][cH:31][cH:32][cH:33]4)[cH:23][cH:24]2)[CH2:12][CH2:13][CH2:14][CH2:15]1.[Na+:2].[O:43]=[CH:44][N:45]([CH3:46])[CH3:47]>>[CH2:3]([CH3:4])[N:5]1[CH2:6][CH:7]([O:10][c:39]2[cH:38][cH:37][c:36]([C:34]([c:26]3[c:25](-[c:22]4[cH:21][cH:20][c:19]([O:18][CH2:17][CH2:16][N:11]5[CH2:12][CH2:13][CH2:14][CH2:15]5)[cH:24][cH:23]4)[s:29][c:28]4[c:27]3[cH:33][cH:32][cH:31][cH:30]4)=[O:35])[cH:41][cH:40]2)[CH2:8][CH2:9]1.